Dataset: the Open Reaction Database (ORD), a public repository of structured organic reaction records. Task: describe an organic reaction: reactants, conditions, products, and yield Reactants: CC(C)CCON=O, CC#N, N#C[Cu]C#N, CCC1C(=O)N(C)c2cnc(-c3sc(N)nc3-c3ccc(F)cc3)nc2N1C(C)C. The product is CCC1C(=O)N(C)c2cnc(-c3sc(C#N)nc3-c3ccc(F)cc3)nc2N1C(C)C. As a reaction SMILES: [CH3:36][CH:37]([CH2:38][CH2:39][O:40][N:41]=[O:42])[CH3:43].[CH3:44][C:45]#[N:46].[Cu:31]([C:32]#[N:33])[C:34]#[N:35].[NH2:1][c:2]1[s:3][c:4](-[c:14]2[n:15][c:16]3[c:21]([cH:22][n:23]2)[N:20]([CH3:24])[C:19](=[O:25])[CH:18]([CH2:26][CH3:27])[N:17]3[CH:28]([CH3:29])[CH3:30])[c:5](-[c:7]2[cH:8][cH:9][c:10]([F:13])[cH:11][cH:12]2)[n:6]1>>[c:2]1([C:32]#[N:33])[s:3][c:4](-[c:14]2[n:15][c:16]3[c:21]([cH:22][n:23]2)[N:20]([CH3:24])[C:19](=[O:25])[CH:18]([CH2:26][CH3:27])[N:17]3[CH:28]([CH3:29])[CH3:30])[c:5](-[c:7]2[cH:8][cH:9][c:10]([F:13])[cH:11][cH:12]2)[n:6]1. The reactants are C1CCNC1, Clc1cnc2[nH]c(-c3ccc(OCCN4CCOCC4)cc3)nc2c1Cl, CN(C)C=O. Product: Clc1cnc2[nH]c(-c3ccc(OCCN4CCOCC4)cc3)nc2c1N1CCCC1. Reaction SMILES: [CH2:27]1[CH2:28][CH2:29][NH:30][CH2:31]1.[Cl:1][c:2]1[c:3]([Cl:26])[c:4]2[c:5]([n:6][cH:7]1)[nH:8][c:9](-[c:11]1[cH:12][cH:13][c:14]([O:17][CH2:18][CH2:19][N:20]3[CH2:21][CH2:22][O:23][CH2:24][CH2:25]3)[cH:15][cH:16]1)[n:10]2.[O:32]=[CH:33][N:34]([CH3:35])[CH3:36]>>[Cl:1][c:2]1[c:3]([N:30]2[CH2:29][CH2:28][CH2:27][CH2:31]2)[c:4]2[c:5]([n:6][cH:7]1)[nH:8][c:9](-[c:11]1[cH:12][cH:13][c:14]([O:17][CH2:18][CH2:19][N:20]3[CH2:21][CH2:22][O:23][CH2:24][CH2:25]3)[cH:15][cH:16]1)[n:10]2. The reactants are [BH4-], CO, [N-]=[N+]=Nc1ccncc1S(N)(=O)=O, [Na+]. The product is Nc1ccncc1S(N)(=O)=O. Reaction SMILES: [BH4-:14].[CH3:16][OH:17].[N:1](=[N+:2]=[N-:3])[c:4]1[c:5]([S:10](=[O:11])(=[O:12])[NH2:13])[cH:6][n:7][cH:8][cH:9]1.[Na+:15]>>[NH2:1][c:4]1[c:5]([S:10](=[O:11])(=[O:12])[NH2:13])[cH:6][n:7][cH:8][cH:9]1. Reactants: IC1=NN(C2=CN=C(C=C21)C=2C=NC=CC2)COCC[Si](C)(C)C (3-iodo-5-(pyridin-3-yl)-1-((2-(trimethylsilyl)ethoxy)methyl)-1H-pyrazolo[3,4-c]pyridine), O=C1NCCC12CCN(CC2)C(=O)OCC2=CC=CC=C2 (benzyl 1-oxo-2,8-diazaspiro[4.5]decane-8-carboxylate), CNCCNC (N,N′-Dimethylethylenediamine), C([O-])([O-])=O.[Cs+].[Cs+] (Cesium Carbonate), O1CCOCC1 (1,4-Dioxane). Reagents/catalysts: [Cu]I (Copper(I) iodide). Conditions: temperature 75 celsius, time 2 hour. Product: O=C1N(CCC12CCN(CC2)C(=O)OCC2=CC=CC=C2)C2=NN(C1=CN=C(C=C12)C=1C=NC=CC1)COCC[Si](C)(C)C (benzyl 1-oxo-2-(5-(pyridin-3-yl)-1-((2-(trimethylsilyl)ethoxy)methyl)-1H-pyrazolo[3,4-c]pyridin-3-yl)-2,8-diazaspiro[4.5]decane-8-carboxylate). Yield: 52.6%. RXN SMILES: I[C:2]1[C:10]2[C:5](=[CH:6][N:7]=[C:8]([C:11]3[CH:12]=[N:13][CH:14]=[CH:15][CH:16]=3)[CH:9]=2)[N:4]([CH2:17][O:18][CH2:19][CH2:20][Si:21]([CH3:24])([CH3:23])[CH3:22])[N:3]=1.[O:25]=[C:26]1[C:30]2([CH2:35][CH2:34][N:33]([C:36]([O:38][CH2:39][C:40]3[CH:45]=[CH:44][CH:43]=[CH:42][CH:41]=3)=[O:37])[CH2:32][CH2:31]2)[CH2:29][CH2:28][NH:27]1.CNCCNC.C(=O)([O-])[O-].[Cs+].[Cs+].O1CCOCC1>[Cu]I>[O:25]=[C:26]1[C:30]2([CH2:35][CH2:34][N:33]([C:36]([O:38][CH2:39][C:40]3[CH:41]=[CH:42][CH:43]=[CH:44][CH:45]=3)=[O:37])[CH2:32][CH2:31]2)[CH2:29][CH2:28][N:27]1[C:2]1[C:10]2[C:5](=[CH:6][N:7]=[C:8]([C:11]3[CH:12]=[N:13][CH:14]=[CH:15][CH:16]=3)[CH:9]=2)[N:4]([CH2:17][O:18][CH2:19][CH2:20][Si:21]([CH3:24])([CH3:23])[CH3:22])[N:3]=1 |f:3.4.5|. Procedure: A solution containing 3-iodo-5-(pyridin-3-yl)-1-((2-(trimethylsilyl)ethoxy)methyl)-1H-pyrazolo[3,4-c]pyridine (0.196 g, 0.434 mmol), benzyl 1-oxo-2,8-diazaspiro[4.5]decane-8-carboxylate (0.250 g, 0.867 mmol), N,N′-Dimethylethylenediamine (0.103 mL, 0.954 mmol), Copper(I) iodide (0.0908 g, 0.477 mmol) and Cesium Carbonate (0.311 g, 0.954 mmol) in 1,4-Dioxane (7.08 mL, 90.7 mmol) was stirred at 75° C. for 2 h. The reaction was filtered thru celite and concentrated. The crude product purified by Is... Starting materials: CS(C)=O, CCN(C(C)C)C(C)C, O=C(Nc1ccc(NC(=O)C(F)(F)F)cc1)OCC(Cl)(Cl)Cl, O, c1ccc(-c2csc(N3CCNCC3)n2)cc1. Product: O=C(Nc1ccc(NC(=O)C(F)(F)F)cc1)N1CCN(c2nc(-c3ccccc3)cs2)CC1. RXN SMILES: [CH3:49][S:50](=[O:51])[CH3:52].[CH:40]([N:41]([CH:42]([CH3:43])[CH3:44])[CH2:45][CH3:46])([CH3:47])[CH3:48].[F:1][C:2]([C:3](=[O:4])[NH:5][c:6]1[cH:7][cH:8][c:9]([NH:12][C:13]([O:14][CH2:15][C:16]([Cl:17])([Cl:18])[Cl:19])=[O:20])[cH:10][cH:11]1)([F:21])[F:22].[OH2:53].[c:23]1(-[c:29]2[n:30][c:31]([N:34]3[CH2:35][CH2:36][NH:37][CH2:38][CH2:39]3)[s:32][cH:33]2)[cH:24][cH:25][cH:26][cH:27][cH:28]1>>[F:1][C:2]([C:3](=[O:4])[NH:5][c:6]1[cH:7][cH:8][c:9]([NH:12][C:13](=[O:20])[N:37]2[CH2:36][CH2:35][N:34]([c:31]3[n:30][c:29](-[c:23]4[cH:24][cH:25][cH:26][cH:27][cH:28]4)[cH:33][s:32]3)[CH2:39][CH2:38]2)[cH:10][cH:11]1)([F:21])[F:22]. Starting materials: F[C@@H]1[C@@H]([C@H](C[C@H]2[C@@H]1N=C(O2)SC)CO)O ((3 aS,4S,5R,6R,7aS)-4-fluoro-6-(hydroxymethyl)-2-(methylthio)-3a,4,5,6,7,7a-hexahydrobenzo[d]oxazol-5-ol), Cl.N1CCC1 (azetidine hydrochloride), C(=O)(O)[O-].[Na+] (NaHCO3). Solvent: CCO (EtOH). Conditions: time 10 minute. The product is N1(CCC1)C=1O[C@@H]2[C@H](N1)[C@@H]([C@@H]([C@H](C2)CO)O)F ((3aS,4S,5R,6R,7aS)-2-(azetidin-1-yl)-4-fluoro-6-(hydroxymethyl)-3a,4,5,6,7,7a-hexahydrobenzo[d]oxazol-5-ol). Isolated yield 61.2%. As a reaction SMILES: [F:1][C@H:2]1[C@H:7]2[N:8]=[C:9](SC)[O:10][C@H:6]2[CH2:5][C@H:4]([CH2:13][OH:14])[C@H:3]1[OH:15].Cl.[NH:17]1[CH2:20][CH2:19][CH2:18]1.C([O-])(O)=O.[Na+]>CCO>[N:17]1([C:9]2[O:10][C@H:6]3[CH2:5][C@H:4]([CH2:13][OH:14])[C@@H:3]([OH:15])[C@@H:2]([F:1])[C@H:7]3[N:8]=2)[CH2:20][CH2:19][CH2:18]1 |f:1.2,3.4|. Procedure: To a solution of (3 aS,4S,5R,6R,7aS)-4-fluoro-6-(hydroxymethyl)-2-(methylthio)-3a,4,5,6,7,7a-hexahydrobenzo[d]oxazol-5-ol (50 mg, 0.21 mmol) in EtOH (3 mL) was added azetidine hydrochloride (100 mg, 1.06 mmol). The mixture was heated at reflux for 17 h. After cooling, solid NaHCO3 (100 mg, 1.19 mmol) was added and stirred for 10 min. Solvent was evaporated and the residue was purified by silica gel column chromatography, eluted with 5%-10% 2 M NH3 MeOH solution in DCM to give the product (3aS,4S...